This data is from the Open Reaction Database (ORD), a public repository of structured organic reaction records. The task is: describe an organic reaction: reactants, conditions, products, and yield Reactants: COc1cncc(Br)c1, O=C(OCc1ccccc1)N1CC2CNC2C1. The product is COc1cncc(N2CC3CN(C(=O)OCc4ccccc4)CC32)c1. RXN SMILES: [Br:18][c:19]1[cH:20][n:21][cH:22][c:23]([O:25][CH3:26])[cH:24]1.[CH:1]12[CH2:2][N:3]([C:8](=[O:9])[O:10][CH2:11][c:12]3[cH:13][cH:14][cH:15][cH:16][cH:17]3)[CH2:4][CH:5]1[NH:6][CH2:7]2>>[CH:1]12[CH2:2][N:3]([C:8](=[O:9])[O:10][CH2:11][c:12]3[cH:13][cH:14][cH:15][cH:16][cH:17]3)[CH2:4][CH:5]1[N:6]([c:19]1[cH:20][n:21][cH:22][c:23]([O:25][CH3:26])[cH:24]1)[CH2:7]2. Starting materials: ClC=1C=NC=C(C1)Cl (3,5-dichloropyridine), C(=O)OC (methyl formate), C(CCC)[Li] (n-Butyllithium), C(C)(C)NC(C)C (diisopropylamine). The solvent is C1CCOC1 (THF), Cl (hydrochloric acid). Run at temperature -78 celsius, time 15 minute. Product: ClC=1C=NC=C(C1C=O)Cl (3,5-Dichloro-4-formylpyridine). As a reaction SMILES: C([Li])CCC.C(NC(C)C)(C)C.[Cl:13][C:14]1[CH:15]=[N:16][CH:17]=[C:18]([Cl:20])[CH:19]=1.[CH:21](OC)=[O:22]>C1COCC1.Cl>[Cl:13][C:14]1[CH:15]=[N:16][CH:17]=[C:18]([Cl:20])[C:19]=1[CH:21]=[O:22]. Procedure details: n-Butyllithium (1.6M in hexanes, 9.3 ml, 14.9 mmol) was added dropwise at 0° C. to a solution of diisopropylamine (1.95 ml, 14.9 mmol) in THF (30 ml). After 15 min. at 0° C., the solution was cooled to −78° C. and 3,5-dichloropyridine (2.0 g, 13.5 mmol) was added. After 1 h, methyl formate (0.92 ml) was added and the mixture warmed to room temperature over 2 h, diluted with 1N hydrochloric acid and extracted twice with ethyl acetate. The extracts were washed with brine, dried over sodium sulphat... Starting materials: CCOC(=O)c1cccc(N2CCC(CN(C(=O)OC(C)(C)C)C(C)c3cccc4ccccc34)C(c3ccccc3F)C2)c1, C1CCOC1, CO, Cl, [Na+], [OH-]. Product: CC(c1cccc2ccccc12)N(CC1CCN(c2cccc(C(=O)O)c2)CC1c1ccccc1F)C(=O)OC(C)(C)C. As a reaction SMILES: [C:1]([CH3:2])([CH3:3])([CH3:4])[O:5][C:6](=[O:7])[N:8]([CH:9]([CH3:10])[c:11]1[cH:12][cH:13][cH:14][c:15]2[cH:16][cH:17][cH:18][cH:19][c:20]12)[CH2:21][CH:22]1[CH:23]([c:39]2[c:40]([F:45])[cH:41][cH:42][cH:43][cH:44]2)[CH2:24][N:25]([c:28]2[cH:29][c:30]([C:31](=[O:32])[O:33][CH2:34][CH3:35])[cH:36][cH:37][cH:38]2)[CH2:26][CH2:27]1.[CH2:49]1[O:50][CH2:51][CH2:52][CH2:53]1.[CH3:54][OH:55].[ClH:48].[Na+:47].[OH-:46]>>[C:1]([CH3:2])([CH3:3])([CH3:4])[O:5][C:6](=[O:7])[N:8]([CH:9]([CH3:10])[c:11]1[cH:12][cH:13][cH:14][c:15]2[cH:16][cH:17][cH:18][cH:19][c:20]12)[CH2:21][CH:22]1[CH:23]([c:39]2[c:40]([F:45])[cH:41][cH:42][cH:43][cH:44]2)[CH2:24][N:25]([c:28]2[cH:29][c:30]([C:31](=[O:32])[OH:33])[cH:36][cH:37][cH:38]2)[CH2:26][CH2:27]1. Reactants: CC(C)(C)OC(=O)N1CCC(=O)CC1, COC(=O)c1ccc(O)c(C(N)=O)c1, C1COCCN1, CO, ClCCl, O=C(O)C(F)(F)F. The product is COC(=O)c1ccc2c(c1)C(=O)NC1(CCN(C(=O)OC(C)(C)C)CC1)O2. RXN SMILES: [C:15](=[O:16])([O:17][C:18]([CH3:19])([CH3:20])[CH3:21])[N:22]1[CH2:23][CH2:24][C:25](=[O:28])[CH2:26][CH2:27]1.[C:1]([NH2:2])(=[O:3])[c:4]1[cH:5][c:6]([C:7](=[O:8])[O:9][CH3:10])[cH:11][cH:12][c:13]1[OH:14].[CH2:29]1[NH:30][CH2:31][CH2:32][O:33][CH2:34]1.[CH3:42][OH:43].[Cl:44][CH2:45][Cl:46].[F:35][C:36]([F:37])([F:38])[C:39]([OH:40])=[O:41]>>[C:1]1(=[O:3])[NH:2][C:25]2([O:14][c:13]3[c:4]1[cH:5][c:6]([C:7](=[O:8])[O:9][CH3:10])[cH:11][cH:12]3)[CH2:24][CH2:23][N:22]([C:15](=[O:16])[O:17][C:18]([CH3:19])([CH3:20])[CH3:21])[CH2:27][CH2:26]2.